Task: describe an organic reaction: reactants, conditions, products, and yield. Dataset: the Open Reaction Database (ORD), a public repository of structured organic reaction records Reactants: CC(C)(C)OC(=O)NN, CCN=C=NCCCN(C)C, CN1CCOCC1, CC(C)N1CCN(C(=O)C2CCC(Oc3ccc(C(=O)O)cc3)CC2)CC1, ClCCl, Cl, On1nnc2ccccc21. Yields the product CC(C)N1CCN(C(=O)C2CCC(Oc3ccc(C(=O)NNC(=O)OC(C)(C)C)cc3)CC2)CC1. Reaction SMILES: [C:28]([NH:29][NH2:30])(=[O:31])[O:32][C:33]([CH3:34])([CH3:35])[CH3:36].[CH3:38][N:39]([CH3:40])[CH2:41][CH2:42][CH2:43][N:44]=[C:45]=[N:46][CH2:47][CH3:48].[CH3:59][N:60]1[CH2:61][CH2:62][O:63][CH2:64][CH2:65]1.[CH:1]([CH3:2])([CH3:3])[N:4]1[CH2:5][CH2:6][N:7]([C:10](=[O:11])[CH:12]2[CH2:13][CH2:14][CH:15]([O:18][c:19]3[cH:20][cH:21][c:22]([C:23](=[O:24])[OH:25])[cH:26][cH:27]3)[CH2:16][CH2:17]2)[CH2:8][CH2:9]1.[Cl:66][CH2:67][Cl:68].[ClH:37].[OH:49][n:50]1[c:51]2[cH:52][cH:53][cH:54][cH:55][c:56]2[n:57][n:58]1>>[CH:1]([CH3:2])([CH3:3])[N:4]1[CH2:5][CH2:6][N:7]([C:10](=[O:11])[CH:12]2[CH2:13][CH2:14][CH:15]([O:18][c:19]3[cH:20][cH:21][c:22]([C:23](=[O:24])[NH:30][NH:29][C:28](=[O:31])[O:32][C:33]([CH3:34])([CH3:35])[CH3:36])[cH:26][cH:27]3)[CH2:16][CH2:17]2)[CH2:8][CH2:9]1. Reactants: Cc1cc(Cl)ccn1, CC(=O)O, Nc1ccccc1C(=O)N1CCCCC1. Product: Cc1cc(Nc2ccccc2C(=O)N2CCCCC2)ccn1. Reaction SMILES: [CH3:16][c:17]1[n:18][cH:19][cH:20][c:21]([Cl:23])[cH:22]1.[CH3:24][C:25](=[O:26])[OH:27].[NH2:1][c:2]1[c:3]([C:4](=[O:5])[N:6]2[CH2:7][CH2:8][CH2:9][CH2:10][CH2:11]2)[cH:12][cH:13][cH:14][cH:15]1>>[NH:1]([c:2]1[c:3]([C:4](=[O:5])[N:6]2[CH2:7][CH2:8][CH2:9][CH2:10][CH2:11]2)[cH:12][cH:13][cH:14][cH:15]1)[c:21]1[cH:20][cH:19][n:18][c:17]([CH3:16])[cH:22]1. Reactants: Clc1cnc2c(n1)OCCN(Cc1ccccc1)C2, CCC1COCCN1, CC(C)(C)[O-], Cc1ccccc1, [Na+], O=C(C=Cc1ccccc1)C=Cc1ccccc1, O=C(C=Cc1ccccc1)C=Cc1ccccc1, O=C(C=Cc1ccccc1)C=Cc1ccccc1, O, [Pd], [Pd]. Yields the product CCC1COCCN1c1cnc2c(n1)OCCN(Cc1ccccc1)C2. Reaction SMILES: [CH2:1]([c:2]1[cH:3][cH:4][cH:5][cH:6][cH:7]1)[N:8]1[CH2:9][CH2:10][O:11][c:12]2[c:13]([n:15][cH:16][c:17]([Cl:19])[n:18]2)[CH2:14]1.[CH2:20]([CH3:21])[CH:22]1[CH2:23][O:24][CH2:25][CH2:26][NH:27]1.[CH3:28][C:29]([CH3:30])([O-:31])[CH3:32].[CH3:35][c:36]1[cH:37][cH:38][cH:39][cH:40][cH:41]1.[Na+:33].[O:44]=[C:45]([CH:46]=[CH:47][c:48]1[cH:49][cH:50][cH:51][cH:52][cH:53]1)[CH:54]=[CH:55][c:56]1[cH:57][cH:58][cH:59][cH:60][cH:61]1.[O:62]=[C:63]([CH:64]=[CH:65][c:66]1[cH:67][cH:68][cH:69][cH:70][cH:71]1)[CH:72]=[CH:73][c:74]1[cH:75][cH:76][cH:77][cH:78][cH:79]1.[O:80]=[C:81]([CH:82]=[CH:83][c:84]1[cH:85][cH:86][cH:87][cH:88][cH:89]1)[CH:90]=[CH:91][c:92]1[cH:93][cH:94][cH:95][cH:96][cH:97]1.[OH2:34].[Pd:42].[Pd:43]>>[CH2:1]([c:2]1[cH:3][cH:4][cH:5][cH:6][cH:7]1)[N:8]1[CH2:9][CH2:10][O:11][c:12]2[c:13]([n:15][cH:16][c:17]([N:27]3[CH:22]([CH2:20][CH3:21])[CH2:23][O:24][CH2:25][CH2:26]3)[n:18]2)[CH2:14]1. The reactants are CCCCC#Cc1cccc(-n2nc(CC)c(C(=O)N3CCCN(CCO)CC3)c2CC)c1, CO. The product is CCCCCCc1cccc(-n2nc(CC)c(C(=O)N3CCCN(CCO)CC3)c2CC)c1. Reaction SMILES: [CH2:1]([CH3:2])[c:3]1[n:4][n:5](-[c:22]2[cH:23][c:24]([C:28]#[C:29][CH2:30][CH2:31][CH2:32][CH3:33])[cH:25][cH:26][cH:27]2)[c:6]([CH2:20][CH3:21])[c:7]1[C:8](=[O:9])[N:10]1[CH2:11][CH2:12][N:13]([CH2:17][CH2:18][OH:19])[CH2:14][CH2:15][CH2:16]1.[CH3:34][OH:35]>>[CH2:1]([CH3:2])[c:3]1[n:4][n:5](-[c:22]2[cH:23][c:24]([CH2:28][CH2:29][CH2:30][CH2:31][CH2:32][CH3:33])[cH:25][cH:26][cH:27]2)[c:6]([CH2:20][CH3:21])[c:7]1[C:8](=[O:9])[N:10]1[CH2:11][CH2:12][N:13]([CH2:17][CH2:18][OH:19])[CH2:14][CH2:15][CH2:16]1.